From a dataset of the Open Reaction Database (ORD), a public repository of structured organic reaction records. describe an organic reaction: reactants, conditions, products, and yield Starting materials: CN(/C=C/C(=O)C1=NN(C=CC1=O)C1=CC(=CC=C1)OC(F)(F)F)C (3-((E)-3-Dimethylamino-acryloyl)-1-(3-trifluoromethoxy-phenyl)-1H-pyridazin-4-one), FC(S(=O)(=O)C=1C=C(C=CC1)NN)(F)F ((3-trifluoromethanesulfonyl-phenyl)-hydrazine). Yields the product FC(S(=O)(=O)C=1C=C(C=CC1)N1N=CC=C1C1=NN(C=CC1=O)C1=CC(=CC=C1)OC(F)(F)F)(F)F (3-[2-(3-Trifluoromethanesulfonyl-phenyl)-2H-pyrazol-3-yl]-1-(3-trifluoromethoxy-phenyl)-1H-pyridazin-4-one). As a reaction SMILES: C[N:2](C)/[CH:3]=[CH:4]/[C:5]([C:7]1[C:12](=[O:13])[CH:11]=[CH:10][N:9]([C:14]2[CH:19]=[CH:18][CH:17]=[C:16]([O:20][C:21]([F:24])([F:23])[F:22])[CH:15]=2)[N:8]=1)=O.[F:26][C:27]([F:40])([F:39])[S:28]([C:31]1[CH:32]=[C:33]([NH:37]N)[CH:34]=[CH:35][CH:36]=1)(=[O:30])=[O:29]>>[F:39][C:27]([F:26])([F:40])[S:28]([C:31]1[CH:32]=[C:33]([N:37]2[C:5]([C:7]3[C:12](=[O:13])[CH:11]=[CH:10][N:9]([C:14]4[CH:19]=[CH:18][CH:17]=[C:16]([O:20][C:21]([F:24])([F:23])[F:22])[CH:15]=4)[N:8]=3)=[CH:4][CH:3]=[N:2]2)[CH:34]=[CH:35][CH:36]=1)(=[O:29])=[O:30]. Procedure: The product was obtained starting from 3-((E)-3-Dimethylamino-acryloyl)-1-(3-trifluoromethoxy-phenyl)-1H-pyridazin-4-one (A-6) and (3-trifluoromethanesulfonyl-phenyl)-hydrazine according to the method described for example 91. MS: M=531.1 (M+H)+ Reactants: FC1=CC=C(C=O)C=C1 (p-fluorobenzaldehyde), C(=O)([O-])[O-].[K+].[K+] (K2CO3), C(C=C)NCC=C (diallylamine). The solvent is CS(=O)C (DMSO). Yields the product C(C=C)N(C1=CC=C(C=O)C=C1)CC=C (p-Diallylaminobenzaldehyde). Reaction SMILES: F[C:2]1[CH:9]=[CH:8][C:5]([CH:6]=[O:7])=[CH:4][CH:3]=1.C([O-])([O-])=O.[K+].[K+].[CH2:16]([NH:19][CH2:20][CH:21]=[CH2:22])[CH:17]=[CH2:18]>CS(C)=O>[CH2:16]([N:19]([CH2:20][CH:21]=[CH2:22])[C:2]1[CH:9]=[CH:8][C:5]([CH:6]=[O:7])=[CH:4][CH:3]=1)[CH:17]=[CH2:18] |f:1.2.3|. Procedure details: Under an Ar atmosphere, 2.16 ml p-fluorobenzaldehyde and 3 ml DMSO were added sequentially to 3.5 g (30 mmol) of anhydrous K2CO3, 3.70 ml (20 mmol) diallylamine. With constant stirring, the mixture was heated to about 155°-160° C. After refluxing for 20 hours, the solution became intense red. The mixture was cooled to room temperature and 10 ml distilled water was added to dissolve any inorganic salts and the product was extracted with ether. The water layer was washed with ether several times a... The reactants are CC(=O)Cl, C1CCOC1, CC(CN)c1ccc(-c2ccsc2)cc1. Yields the product CC(=O)NCC(C)c1ccc(-c2ccsc2)cc1. Reaction SMILES: [CH3:16][C:17]([Cl:18])=[O:19].[O:20]1[CH2:21][CH2:22][CH2:23][CH2:24]1.[s:1]1[cH:2][c:3](-[c:6]2[cH:7][cH:8][c:9]([CH:12]([CH2:13][NH2:14])[CH3:15])[cH:10][cH:11]2)[cH:4][cH:5]1>>[s:1]1[cH:2][c:3](-[c:6]2[cH:7][cH:8][c:9]([CH:12]([CH2:13][NH:14][C:17]([CH3:16])=[O:19])[CH3:15])[cH:10][cH:11]2)[cH:4][cH:5]1. Reactants: COC(=O)C=1C(SC2=CC=C(C=C2C1O)OCC1=CC=CC=C1)=O (6-benzyloxy-4-hydroxy-2-oxo-2H-thiochromene-3-carboxylic acid methyl ester), Compound 62, C(C)(C)(C)[Si](CCO)(C1=CC=CC=C1)C1=CC=CC=C1 (2-(tert-Butyl-diphenyl-silanyl)-ethanol), C1(=CC=CC=C1)P(C1=CC=CC=C1)C1=CC=CC=C1 (triphenylphosphine), CC(C)OC(=O)/N=N/C(=O)OC(C)C (DIAD), resultant mixture. The solvent is C1CCOC1 (THF). Product: COC(=O)C=1C(SC2=CC=C(C=C2C1OCC[Si](C1=CC=CC=C1)(C1=CC=CC=C1)C(C)(C)C)OCC1=CC=CC=C1)=O (6-Benzyloxy-4-[2-(tert-butyl-diphenyl-silanyl)-ethoxy]-2-oxo-2H-thiochromene-3-carboxylic acid methyl ester). The yield is 66.2%. As a reaction SMILES: [CH3:1][O:2][C:3]([C:5]1[C:6](=[O:24])[S:7][C:8]2[C:13]([C:14]=1[OH:15])=[CH:12][C:11]([O:16][CH2:17][C:18]1[CH:23]=[CH:22][CH:21]=[CH:20][CH:19]=1)=[CH:10][CH:9]=2)=[O:4].[C:25]([Si:29]([C:39]1[CH:44]=[CH:43][CH:42]=[CH:41][CH:40]=1)([C:33]1[CH:38]=[CH:37][CH:36]=[CH:35][CH:34]=1)[CH2:30][CH2:31]O)([CH3:28])([CH3:27])[CH3:26].C1(P(C2C=CC=CC=2)C2C=CC=CC=2)C=CC=CC=1.CC(OC(/N=N/C(OC(C)C)=O)=O)C>C1COCC1>[CH3:1][O:2][C:3]([C:5]1[C:6](=[O:24])[S:7][C:8]2[C:13]([C:14]=1[O:15][CH2:31][CH2:30][Si:29]([C:25]([CH3:26])([CH3:28])[CH3:27])([C:39]1[CH:44]=[CH:43][CH:42]=[CH:41][CH:40]=1)[C:33]1[CH:38]=[CH:37][CH:36]=[CH:35][CH:34]=1)=[CH:12][C:11]([O:16][CH2:17][C:18]1[CH:23]=[CH:22][CH:21]=[CH:20][CH:19]=1)=[CH:10][CH:9]=2)=[O:4]. Reported procedure: To a mixture of 6-benzyloxy-4-hydroxy-2-oxo-2H-thiochromene-3-carboxylic acid methyl ester (Compound 62 (h), 591 mg, 1.73 mmol) and 2-(tert-Butyl-diphenyl-silanyl)-ethanol (687 mg, 2.42 mmol) (prepared according to the procedure published in J. Org. Chem. 2005, 70(4), 1467-1470) in THF (7 mL) was added triphenylphosphine (634 mg, 2.42 mmol), and DIAD (489 mg, 2.42 mmol). The resultant mixture was stirred at rt for 3.5 h. After concentration, the crude residue was purified by silica gel chromatog... The reactants are ClC=1N=C2C(=C(C=NC2=CC1)C(C)=O)NC1=CC=C(C=C1)CCN(C)C (1-(6-chloro-4-{4-[2-(dimethylamino)ethyl]phenylamino}-1,5-naphthyridin-3-yl)ethanone), ClC1=C(C(=CC(=C1)B1OC(C(O1)(C)C)(C)C)Cl)O (2,6-dichloro-4-(4,4,5,5-tetramethyl-1,3,2-dioxaborolan-2-yl)phenol), C1(=C(C(=C(C(=C1F)F)F)N)F)N.Cl.Cl (dihydrochloride). Product: Cl.Cl.ClC=1C=C(C=C(C1O)Cl)C=1N=C2C(=C(C=NC2=CC1)C(C)=O)NC1=CC=C(C=C1)CCN(C)C (1-[6-(3,5-Dichloro-4-hydroxyphenyl)-4-{4-[2-(dimethylamino)ethyl]phenylamino}-1,5-naphthyridin-3-yl)ethanone dihydrochloride). Isolated yield 39.9%. As a reaction SMILES: [Cl:1][C:2]1[N:3]=[C:4]2[C:9](=[CH:10][CH:11]=1)[N:8]=[CH:7][C:6]([C:12](=[O:14])[CH3:13])=[C:5]2[NH:15][C:16]1[CH:21]=[CH:20][C:19]([CH2:22][CH2:23][N:24]([CH3:26])[CH3:25])=[CH:18][CH:17]=1.[Cl:27][C:28]1[CH:33]=[C:32](B2OC(C)(C)C(C)(C)O2)[CH:31]=[C:30]([Cl:43])[C:29]=1[OH:44].C1(N)C(F)=C(F)C(F)=C(N)C=1F.Cl.Cl>>[ClH:1].[ClH:27].[Cl:27][C:28]1[CH:33]=[C:32]([C:2]2[N:3]=[C:4]3[C:9](=[CH:10][CH:11]=2)[N:8]=[CH:7][C:6]([C:12](=[O:14])[CH3:13])=[C:5]3[NH:15][C:16]2[CH:17]=[CH:18][C:19]([CH2:22][CH2:23][N:24]([CH3:26])[CH3:25])=[CH:20][CH:21]=2)[CH:31]=[C:30]([Cl:43])[C:29]=1[OH:44] |f:2.3.4,5.6.7|. Procedure: Following general procedure II, 1-(6-chloro-4-{4-[2-(dimethylamino)ethyl]phenylamino}-1,5-naphthyridin-3-yl)ethanone (40 mg, 0.11 mmol) was reacted with 2,6-dichloro-4-(4,4,5,5-tetramethyl-1,3,2-dioxaborolan-2-yl)phenol (43 mg, 0.15 mmol) followed by formation of the dihydrochloride salt to afford the desired product (17 mg, 28%) as an orange solid: 1H NMR (500 MHz, CD3OD) δ 9.30 (s, 1H), 8.43 (d, J=9.0 Hz, 1H), 8.33 (d, J=9.0 Hz, 1H), 7.52 (br s, 2H), 7.42 (d, J=8.5 Hz, 2H), 7.37 (d, J=8.5 Hz, ... Starting materials: ClC=1C(=CC2=C(SC=C2)C1Cl)O (6,7-dichloro-5-hydroxybenzo[b]thiophene), BrCC(=O)OCC (ethyl bromoacetate), C([O-])([O-])=O.[K+].[K+] (potassium carbonate). Run in ice water, CN(C=O)C (dimethylformamide). Run at time 16 hour. Yields the product C(C)OC(COC1=CC2=C(SC=C2)C(=C1Cl)Cl)=O (ethyl[(6,7-dichlorobenzo[b]thien-5-yl)oxy]acetate). Isolated yield 63.8%. Reaction SMILES: [Cl:1][C:2]1[C:3]([OH:12])=[CH:4][C:5]2[CH:9]=[CH:8][S:7][C:6]=2[C:10]=1[Cl:11].Br[CH2:14][C:15]([O:17][CH2:18][CH3:19])=[O:16].C(=O)([O-])[O-].[K+].[K+]>CN(C)C=O>[CH2:18]([O:17][C:15](=[O:16])[CH2:14][O:12][C:3]1[C:2]([Cl:1])=[C:10]([Cl:11])[C:6]2[S:7][CH:8]=[CH:9][C:5]=2[CH:4]=1)[CH3:19] |f:2.3.4|. Reported procedure: A mixture of 3.6 g of 6,7-dichloro-5-hydroxybenzo[b]thiophene, 3.0 g of ethyl bromoacetate, 1.5 g of potassium carbonate and 40 ml of anhydrous dimethylformamide is stirred at 70°-80° for 16 hours. The cooled mixture is diluted with ice-water (200 g) and the solid collected by filtration. Recrystallization of the crude product from acetone-hexane gives 3.2 g of ethyl[(6,7-dichlorobenzo[b]thien-5-yl)oxy]acetate as yellowish needles, mp 92°-93°. Reactants: BrCC(C)C (1-bromo-2-methyl-propane), C(C)(C)[N-]C(C)C.[Li+] (lithium diisopropylamide), C(C)OC(CC1=CC=C(C=C1)Cl)=O ((4-chloro-phenyl)-acetic acid ethyl ester). Solvent: CN(P(=O)(N(C)C)N(C)C)C (hexamethylphosphoramide), O1CCCC1.CN(P(=O)(N(C)C)N(C)C)C (tetrahydrofuran hexamethylphosphoramide). Reaction conditions: temperature -78 celsius, time 45 minute. Product: hexanes ethyl acetate, C(C)OC(C(CC(C)C)C1=CC=C(C=C1)Cl)=O (2-(4-chloro-phenyl)-4-methyl-pentanoic acid ethyl ester). Isolated yield 87.2%. Reaction SMILES: C([N-]C(C)C)(C)C.[Li+].[CH2:9]([O:11][C:12](=[O:21])[CH2:13][C:14]1[CH:19]=[CH:18][C:17]([Cl:20])=[CH:16][CH:15]=1)[CH3:10].Br[CH2:23][CH:24]([CH3:26])[CH3:25]>O1CCCC1.CN(C)P(N(C)C)(N(C)C)=O.CN(C)P(N(C)C)(N(C)C)=O>[CH2:9]([O:11][C:12](=[O:21])[CH:13]([C:14]1[CH:19]=[CH:18][C:17]([Cl:20])=[CH:16][CH:15]=1)[CH2:23][CH:24]([CH3:26])[CH3:25])[CH3:10] |f:0.1,4.5|. Reported procedure: A solution of freshly prepared lithium diisopropylamide (21.2 mL of a 0.31 M stock solution, 6.14 mmol) cooled to −78° C. was treated with (4-chloro-phenyl)-acetic acid ethyl ester (1.11 g, 5.58 mmol) in tetrahydrofuran/hexamethylphosphoramide (13.9 mL, 3:1). The resulting solution was stirred at −78° C. for 45 min. At this time, the reaction was treated with a solution of 1-bromo-2-methyl-propane (1.81 mL, 16.7 mmol) in hexamethylphosphoramide (1 mL). The mixture was stirred at −78° C. for 3 h.... The reactants are CC(C)(C)OC(=O)C1CC2CCCCC2N1C(=O)C(NC(=O)OCc1ccccc1)C(C)(C)C, CCO. The product is CC(C)(C)OC(=O)C1CC2CCCCC2N1C(=O)C(N)C(C)(C)C. As a reaction SMILES: [C:1]([CH3:2])([CH3:3])([CH3:4])[O:5][C:6](=[O:7])[CH:8]1[N:9]([C:17]([CH:18]([C:19]([CH3:20])([CH3:21])[CH3:22])[NH:23][C:24]([O:25][CH2:26][c:27]2[cH:28][cH:29][cH:30][cH:31][cH:32]2)=[O:33])=[O:34])[CH:10]2[CH2:11][CH2:12][CH2:13][CH2:14][CH:15]2[CH2:16]1.[CH3:35][CH2:36][OH:37]>>[C:1]([CH3:2])([CH3:3])([CH3:4])[O:5][C:6](=[O:7])[CH:8]1[N:9]([C:17]([CH:18]([C:19]([CH3:20])([CH3:21])[CH3:22])[NH2:23])=[O:34])[CH:10]2[CH2:11][CH2:12][CH2:13][CH2:14][CH:15]2[CH2:16]1. Reactants: BrCC1=CC=C(C=C1)NC(CC1=CC=C(C=C1)OCCCCCCCCCCCCCC)=O (N-[4-(bromomethyl)phenyl]-4-(tetradecyloxy)benzeneacetamide), CC1=CN=CS1 (5-methylthiazole). Run in C1(=CC=CC=C1)C (toluene), CCOCC (ether). Run at time 8 hour. The product is [Br-].CC1=C[N+](=CS1)CC1=CC=C(C=C1)NC(CC1=CC=C(C=C1)OCCCCCCCCCCCCCC)=O (5-Methyl-3-[[4-[[[4-(tetradecyloxy)phenyl]acetyl]amino]phenyl]methyl]thiazolium bromide). Isolated yield 45.5%. Reaction SMILES: [Br:1][CH2:2][C:3]1[CH:8]=[CH:7][C:6]([NH:9][C:10](=[O:33])[CH2:11][C:12]2[CH:17]=[CH:16][C:15]([O:18][CH2:19][CH2:20][CH2:21][CH2:22][CH2:23][CH2:24][CH2:25][CH2:26][CH2:27][CH2:28][CH2:29][CH2:30][CH2:31][CH3:32])=[CH:14][CH:13]=2)=[CH:5][CH:4]=1.[CH3:34][C:35]1[S:39][CH:38]=[N:37][CH:36]=1>C1(C)C=CC=CC=1.CCOCC>[Br-:1].[CH3:34][C:35]1[S:39][CH:38]=[N+:37]([CH2:2][C:3]2[CH:8]=[CH:7][C:6]([NH:9][C:10](=[O:33])[CH2:11][C:12]3[CH:17]=[CH:16][C:15]([O:18][CH2:19][CH2:20][CH2:21][CH2:22][CH2:23][CH2:24][CH2:25][CH2:26][CH2:27][CH2:28][CH2:29][CH2:30][CH2:31][CH3:32])=[CH:14][CH:13]=3)=[CH:5][CH:4]=2)[CH:36]=1 |f:4.5|. Procedure: A mixture of 3.5 g of N-[4-(bromomethyl)phenyl]-4-(tetradecyloxy)benzeneacetamide and 2.69 g of 5-methylthiazole in 45 ml of toluene is refluxed under argon for 6 hours, then allowed to stand at ambient temperature overnight. The mixture is diluted with ether then evaporated to a residue which is dissolved in hot tetrahydrofuran and again diluted with ether. The solid is collected by centrifugation and washed with ether several times then dried under vacuum to give 1.9 g of the product as a whit...